This data is from the Open Reaction Database (ORD), a public repository of structured organic reaction records. The task is: describe an organic reaction: reactants, conditions, products, and yield As a reaction SMILES: [CH3:43][C:44]([Cl:45])=[O:46].[CH:1]1([CH:7]([c:8]2[c:9]([CH2:10][NH:11][CH2:12][c:13]3[cH:14][c:15]([C:23]([F:24])([F:25])[F:26])[cH:16][c:17]([C:19]([F:20])([F:21])[F:22])[cH:18]3)[cH:27][c:28]([C:31]([F:32])([F:33])[F:34])[cH:29][cH:30]2)[O:35][CH3:36])[CH2:2][CH2:3][CH2:4][CH2:5][CH2:6]1.[Cl:47][CH2:48][Cl:49].[cH:37]1[cH:38][cH:39][n:40][cH:41][cH:42]1>>[CH:1]1([CH:7]([c:8]2[c:9]([CH2:10][N:11]([CH2:12][c:13]3[cH:14][c:15]([C:23]([F:24])([F:25])[F:26])[cH:16][c:17]([C:19]([F:20])([F:21])[F:22])[cH:18]3)[C:44]([CH3:43])=[O:46])[cH:27][c:28]([C:31]([F:32])([F:33])[F:34])[cH:29][cH:30]2)[O:35][CH3:36])[CH2:2][CH2:3][CH2:4][CH2:5][CH2:6]1. Yields the product COC(c1ccc(C(F)(F)F)cc1CN(Cc1cc(C(F)(F)F)cc(C(F)(F)F)c1)C(C)=O)C1CCCCC1. Reactants: CC(=O)Cl, COC(c1ccc(C(F)(F)F)cc1CNCc1cc(C(F)(F)F)cc(C(F)(F)F)c1)C1CCCCC1, ClCCl, c1ccncc1. Reactants: NC1=C(C=CC(=C1)C(F)(F)F)C=C1C(NC(N1)=S)=O (5-[[2-amino-4-(trifluoromethyl)phenyl]methylene]-2-thioxo-4-imidazolidinone), S(=O)(=O)([O-])C1=CC=C(C)C=C1.[NH+]1=CC=CC=C1 (pyridinium tosylate), C1(=CC=CC=C1)OC1=CC=CC=C1 (diphenyl ether). Solvent: C(Cl)(Cl)Cl (chloroform). Run at temperature 180 celsius, time 18 minute. Yields the product FC(C=1C=CC=2C=C3C(=NC2C1)NC(N3)=S)(F)F (1,3-dihydro-6-(trifluoromethyl)-2H-imidazo[4,5-b]quinolin-2-thione). The yield is 55.4%. Reaction SMILES: [NH2:1][C:2]1[CH:7]=[C:6]([C:8]([F:11])([F:10])[F:9])[CH:5]=[CH:4][C:3]=1[CH:12]=[C:13]1[NH:17][C:16](=[S:18])[NH:15][C:14]1=O.S(C1C=CC(C)=CC=1)([O-])(=O)=O.[NH+]1C=CC=CC=1.C1(OC2C=CC=CC=2)C=CC=CC=1>C(Cl)(Cl)Cl>[F:9][C:8]([F:11])([F:10])[C:6]1[CH:5]=[CH:4][C:3]2[CH:12]=[C:13]3[NH:17][C:16](=[S:18])[NH:15][C:14]3=[N:1][C:2]=2[CH:7]=1 |f:1.2|. Procedure details: A mixture of 5-[[2-amino-4-(trifluoromethyl)phenyl]methylene]-2-thioxo-4-imidazolidinone (3.63 g, 12 mmol), pyridinium tosylate (1.8 g), and diphenyl ether (5.4 g) was heated at 180° C. under an atmosphere of argon. After 18 minutes, the mixture was cooled, chloroform (60 mL) added and the mixture refluxed. After 30 minutes the solid was filtered off and dissolved in a mixture of water (80 mL) and 10% sodium hydroxide solution (5 mL) with warming. Addition of acetic acid afforded a heavy precipi... Starting materials: ClCCCBr, CC[N+](CC)(CC)Cc1ccccc1, C=C(C)n1c(=O)[nH]c2ccc(C)cc21, [Cl-], [Na+], [OH-]. Product: C=C(C)n1c(=O)n(CCCCl)c2ccc(C)cc21. As a reaction SMILES: [Br:17][CH2:18][CH2:19][CH2:20][Cl:21].[CH2:23]([N+:24]([CH2:25][CH3:26])([CH2:27][CH3:28])[CH2:29][c:30]1[cH:31][cH:32][cH:33][cH:34][cH:35]1)[CH3:36].[CH3:1][c:2]1[cH:3][cH:4][c:5]2[c:6]([n:7]([C:11](=[CH2:12])[CH3:13])[c:8](=[O:10])[nH:9]2)[cH:14]1.[Cl-:22].[Na+:16].[OH-:15]>>[CH3:1][c:2]1[cH:3][cH:4][c:5]2[c:6]([n:7]([C:11](=[CH2:12])[CH3:13])[c:8](=[O:10])[n:9]2[CH2:18][CH2:19][CH2:20][Cl:21])[cH:14]1. Yields the product OC(CN=C=C1CC=C(S1)C=1SC=CC1)CO (5-(N-2,3-dihydroxypropyliminomethylidene)-2,2'-bithiophene). Procedure: 5.74 g of 5-formyl-2,2'-bithiophene was dissolved in 60 ml of benzene, followed by dropping in excess 2,3-dihydroxy-propenylamine and refluxed at 85° C. for 5 hours with molecular sieves. Then the benzene was evaporated under reduced pressure and 9.68 g of residual solid was obtained. A yellowish product (85%) could be further recrystallized from ethanol. The solvent is C1=CC=CC=C1 (benzene). Reaction SMILES: [CH:1]([C:3]1[S:7][C:6]([C:8]2[S:9][CH:10]=[CH:11][CH:12]=2)=[CH:5][CH:4]=1)=O.[OH:13][C:14]([CH2:17][OH:18])=[CH:15][NH2:16]>C1C=CC=CC=1>[OH:13][CH:14]([CH2:17][OH:18])[CH2:15][N:16]=[C:1]=[C:3]1[S:7][C:6]([C:8]2[S:9][CH:10]=[CH:11][CH:12]=2)=[CH:5][CH2:4]1. Conditions: temperature 85 celsius. Reactants: C(=O)C1=CC=C(S1)C=1SC=CC1 (5-formyl-2,2'-bithiophene), OC(=CN)CO (2,3-dihydroxy-propenylamine).